This data is from the Open Reaction Database (ORD), a public repository of structured organic reaction records. The task is: describe an organic reaction: reactants, conditions, products, and yield The reactants are CC=1C=C(C=CC1C)CC(=O)C1=CC=CC=C1 (3,4-dimethylphenyl acetophenone), FC1=CC=C(C=C1)C=1N=C2SC=CN2C1C=O (6-(4-fluorophenyl)imidazo[2,1-b]thiazol-5-carbaldehyde), [OH-].[Na+] (NaOH). The product is CC=1C=C(C=CC1C)C(\C=C\C1=C(N=C2SC=CN21)C2=CC=C(C=C2)F)=O ((E)-1-(3,4-dimethylphenyl)-3-(6-(4-fluorophenyl)imidazo[2,1-b]thiazol-5-yl)prop-2-en-1-one). Isolated yield 76.0%. As a reaction SMILES: [CH3:1][C:2]1[CH:3]=[C:4]([CH2:9][C:10](C2C=CC=CC=2)=O)[CH:5]=[CH:6][C:7]=1[CH3:8].[F:18][C:19]1[CH:24]=[CH:23][C:22]([C:25]2[N:26]=[C:27]3[N:31]([C:32]=2[CH:33]=O)[CH:30]=[CH:29][S:28]3)=[CH:21][CH:20]=1.[OH-:35].[Na+]>C(O)C.C(OCC)(=O)C.CCCCCC>[CH3:1][C:2]1[CH:3]=[C:4]([C:9](=[O:35])/[CH:10]=[CH:33]/[C:32]2[N:31]3[C:27]([S:28][CH:29]=[CH:30]3)=[N:26][C:25]=2[C:22]2[CH:21]=[CH:20][C:19]([F:18])=[CH:24][CH:23]=2)[CH:5]=[CH:6][C:7]=1[CH3:8] |f:2.3,5.6|. Run at temperature 27 celsius, time 4 hour. Procedure: To a stirred solution of 3,4-dimethylphenyl acetophenone (148 mg, 1.0 mmol) and a 6-(4-fluorophenyl)imidazo[2,1-b]thiazol-5-carbaldehyde (246 mg, 1.0 mmol) in ethanol (20 ml) 10% aqueous solution of NaOH was added (5 ml). The reaction mixture was stirred at room temperature 27° C. for 4 h and the reaction was monitored by TLC using ethyl acetate-hexane (3:7) as a solvent system. The solvent was evaporated under vacuum then the residue was dissolved in ethylacetate/water. The organic layer was wa... Solvent: C(C)(=O)OCC.CCCCCC (ethyl acetate hexane), C(C)O (ethanol). The reactants are FC(C=1N=CC(=NC1)N[C@@H]1[C@H](CCC1)NC(OC(C)(C)C)=O)(F)F (tert-butyl ((1S,2S)-2-((5-(trifluoromethyl)pyrazin-2-yl)amino)cyclopentyl)carbamate), BrN1C(CCC1=O)=O (1-bromopyrrolidine-2,5-dione), BrN1C(CCC1=O)=O (1-bromopyrrolidine-2,5-dione). The solvent is C(Cl)Cl (DCM). Run at time 24 hour. Yields the product BrC=1C(=NC=C(N1)C(F)(F)F)N[C@@H]1[C@H](CCC1)NC(OC(C)(C)C)=O (tert-Butyl N-[(1S,2S)-2-{[3-bromo-5-(trifluoromethyl)pyrazin-2-yl]amino}cyclopentyl]carbamate). Reaction SMILES: [F:1][C:2]([F:24])([F:23])[C:3]1[N:4]=[CH:5][C:6]([NH:9][C@H:10]2[CH2:14][CH2:13][CH2:12][C@@H:11]2[NH:15][C:16](=[O:22])[O:17][C:18]([CH3:21])([CH3:20])[CH3:19])=[N:7][CH:8]=1.[Br:25]N1C(=O)CCC1=O>C(Cl)Cl>[Br:25][C:5]1[C:6]([NH:9][C@H:10]2[CH2:14][CH2:13][CH2:12][C@@H:11]2[NH:15][C:16](=[O:22])[O:17][C:18]([CH3:20])([CH3:21])[CH3:19])=[N:7][CH:8]=[C:3]([C:2]([F:1])([F:23])[F:24])[N:4]=1. Procedure details: To a solution of tert-butyl ((1S,2S)-2-((5-(trifluoromethyl)pyrazin-2-yl)amino)cyclopentyl)carbamate (3.49 g, 10.08 mmol) in dry DCM (67 ml) at 0° C. was added 1-bromopyrrolidine-2,5-dione (CAS number 128-08-5; 2.15 g, 12.09 mmol). The reaction was allowed to warm to room temperature overnight. A further portion of portion of 1-bromopyrrolidine-2,5-dione (CAS number 128-08-5; 1.70 g, 9.56 mmol) was added and the reaction stirred for an additional 24 hours. The reaction was concentrated in vacuo ... Reactants: CC1COCCN1, CC1CNCCN1c1cc(-c2ccc(F)cc2)nc(N2CCCC2C)n1. Product: CC1CNCCN1c1cc(-c2ccc(F)cc2)nc(N2CCOCC2C)n1. Reaction SMILES: [CH3:1][CH:2]1[CH2:3][O:4][CH2:5][CH2:6][NH:7]1.[F:8][c:9]1[cH:10][cH:11][c:12](-[c:15]2[n:16][c:17]([N:28]3[CH2:29][CH2:30][CH2:31][CH:32]3[CH3:33])[n:18][c:19]([N:21]3[CH:22]([CH3:27])[CH2:23][NH:24][CH2:25][CH2:26]3)[cH:20]2)[cH:13][cH:14]1>>[CH3:1][CH:2]1[CH2:3][O:4][CH2:5][CH2:6][N:7]1[c:17]1[n:16][c:15](-[c:12]2[cH:11][cH:10][c:9]([F:8])[cH:14][cH:13]2)[cH:20][c:19]([N:21]2[CH:22]([CH3:27])[CH2:23][NH:24][CH2:25][CH2:26]2)[n:18]1. Reactants: BrC1=CC=NC2=CC=C(C=C12)C#N (4-bromo-6-cyanoquinoline), C(C)(C)(C)OC(N[C@H]1CNCC1)=O ((R)-pyrrolidin-3-yl-carbamic acid tert-butyl ester). The product is N[C@H]1CN(CC1)C1=CC=NC2=CC=C(C=C12)C#N (4-((R)-3-Amino-pyrrolidin-1-yl)-quinoline-6-carbonitrile). As a reaction SMILES: Br[C:2]1[C:11]2[C:6](=[CH:7][CH:8]=[C:9]([C:12]#[N:13])[CH:10]=2)[N:5]=[CH:4][CH:3]=1.C(OC(=O)[NH:20][C@@H:21]1[CH2:25][CH2:24][NH:23][CH2:22]1)(C)(C)C>>[NH2:20][C@@H:21]1[CH2:25][CH2:24][N:23]([C:2]2[C:11]3[C:6](=[CH:7][CH:8]=[C:9]([C:12]#[N:13])[CH:10]=3)[N:5]=[CH:4][CH:3]=2)[CH2:22]1. Procedure details: Starting from 4-bromo-6-cyanoquinoline (commercial) and (R)-pyrrolidin-3-yl-carbamic acid tert-butyl ester (commercial) the title compound was prepared according to procedure F followed by procedure E and was isolated as a yellow solid (330 mg, 65% over two steps). Reactants: CC(C)(C)c1cc(CC2CO2)cc(C(C)(C)C)c1O, CC1(C)NC(=O)NC1=O, [Cl-], [Li+]. The product is CC1(C)NC(=O)N(CC(O)Cc2cc(C(C)(C)C)c(O)c(C(C)(C)C)c2)C1=O. RXN SMILES: [C:3]([CH3:4])([CH3:5])([CH3:6])[c:7]1[cH:8][c:9]([CH2:10][CH:11]2[O:12][CH2:13]2)[cH:14][c:15]([C:18]([CH3:19])([CH3:20])[CH3:21])[c:16]1[OH:17].[CH3:22][C:23]1([CH3:30])[C:24](=[O:29])[NH:25][C:26](=[O:28])[NH:27]1.[Cl-:2].[Li+:1]>>[C:3]([CH3:4])([CH3:5])([CH3:6])[c:7]1[cH:8][c:9]([CH2:10][CH:11]([OH:12])[CH2:13][N:25]2[C:24](=[O:29])[C:23]([CH3:22])([CH3:30])[NH:27][C:26]2=[O:28])[cH:14][c:15]([C:18]([CH3:19])([CH3:20])[CH3:21])[c:16]1[OH:17]. Starting materials: NC1CCN(CC1)CCN1C(C=NC2=CC=C(C=C12)OC)=O (1-(2-(4-aminopiperidin-1-yl)ethyl)-7-methoxyquinoxalin-2(1H)-one), C(C)C1=CC=C(C=O)C=C1 (4-ethylbenzaldehyde), C(O)([O-])=O.[Na+] (sodium hydrogen carbonate), C(C)(=O)O[BH-](OC(C)=O)OC(C)=O.[Na+] (sodium triacetoxyborohydride). The solvent is C(C)(=O)O (acetic acid), C(Cl)(Cl)Cl (chloroform). Reaction conditions: time 1 hour. Yields the product C(C)C1=CC=C(CNC2CCN(CC2)CCN2C(C=NC3=CC=C(C=C23)OC)=O)C=C1 (1-(2-(4-(4-ethylbenzylamino)piperidin-1-yl)ethyl)-7-methoxyquinoxalin-2(1H)-one). Isolated yield 51.0%. As a reaction SMILES: [NH2:1][CH:2]1[CH2:7][CH2:6][N:5]([CH2:8][CH2:9][N:10]2[C:19]3[C:14](=[CH:15][CH:16]=[C:17]([O:20][CH3:21])[CH:18]=3)[N:13]=[CH:12][C:11]2=[O:22])[CH2:4][CH2:3]1.[CH2:23]([C:25]1[CH:32]=[CH:31][C:28]([CH:29]=O)=[CH:27][CH:26]=1)[CH3:24].C(O[BH-](OC(=O)C)OC(=O)C)(=O)C.[Na+].C(=O)([O-])O.[Na+]>C(O)(=O)C.C(Cl)(Cl)Cl>[CH2:23]([C:25]1[CH:32]=[CH:31][C:28]([CH2:29][NH:1][CH:2]2[CH2:3][CH2:4][N:5]([CH2:8][CH2:9][N:10]3[C:19]4[C:14](=[CH:15][CH:16]=[C:17]([O:20][CH3:21])[CH:18]=4)[N:13]=[CH:12][C:11]3=[O:22])[CH2:6][CH2:7]2)=[CH:27][CH:26]=1)[CH3:24] |f:2.3,4.5|. Procedure details: To 10 mL of a chloroform solution containing 500 mg of 1-(2-(4-aminopiperidin-1-yl)ethyl)-7-methoxyquinoxalin-2(1H)-one and 200 mg of 4-ethylbenzaldehyde, 100 mg of acetic acid were added, and stirred at room temperature for 1 hour. To the reaction mixture, 526 mg of sodium triacetoxyborohydride was added, and stirred for 15 hours. Aqueous saturated sodium hydrogen carbonate solution was added, the organic layer was separated. The organic layer was washed with aqueous saturated sodium chloride s... Reactants: [Al+3], Brc1cccs1, CCc1ccc(C(=O)Cl)cc1, [Cl-], [Cl-], [Cl-], ClCCl, Cl. Yields the product CCc1ccc(C(=O)c2ccc(Br)s2)cc1. Reaction SMILES: [Al+3:2].[Br:16][c:17]1[s:18][cH:19][cH:20][cH:21]1.[CH2:5]([CH3:6])[c:7]1[cH:8][cH:9][c:10]([C:11](=[O:12])[Cl:13])[cH:14][cH:15]1.[Cl-:1].[Cl-:3].[Cl-:4].[Cl:23][CH2:24][Cl:25].[ClH:22]>>[CH2:5]([CH3:6])[c:7]1[cH:8][cH:9][c:10]([C:11](=[O:12])[c:19]2[s:18][c:17]([Br:16])[cH:21][cH:20]2)[cH:14][cH:15]1. Yields the product NC1=C(C(=NC=N1)NCC1CCN(CC1)C(C=C)=O)C1=CC=C(C=C1)OC1CCCCC1 (1-(4-(((6-amino-5-(4-(cyclohexyloxy)phenyl)pyrimidin-4-yl)amino)methyl)piperidin-1-yl)prop-2-en-1-one). The reactants are ClC=1C(=NC=NC1Cl)N (5,6-dichloropyrimidin-4-amine), NCC1CCN(CC1)C(=O)OC(C)(C)C (tert-butyl 4-(aminomethyl)piperidine-1-carboxylate), C1(CCCCC1)OC1=CC=C(C=C1)B(O)O ((4-(cyclohexyloxy)phenyl)boronic acid), C(C=C)(=O)Cl (acryloyl chloride). Procedure details: 1-(4-(((6-amino-5-(4-(cyclohexyloxy)phenyl)pyrimidin-4-yl)amino)methyl)piperidin-1-yl)prop-2-en-1-one was prepared from 5,6-dichloropyrimidin-4-amine, tert-butyl 4-(aminomethyl)piperidine-1-carboxylate, (4-(cyclohexyloxy)phenyl)boronic acid, and acryloyl chloride in four steps according to general scheme 2, using methods I, C, D and G. MS: m/z=436 [M+H]+. 1H-NMR (400 MHz, DMSO-d6) δ 8.34 (s, 1H), 7.13 (dd, 4H), 7.00 (t, 1H), 6.95-6.83 (bs, 2H), 6.78 (dd, 1H), 6.07 (d, 1H), 5.64 (d, 1H), 4.38 (bs... Reaction SMILES: Cl[C:2]1[C:3]([NH2:9])=[N:4][CH:5]=[N:6][C:7]=1Cl.[NH2:10][CH2:11][CH:12]1[CH2:17][CH2:16][N:15]([C:18]([O:20]C(C)(C)C)=O)[CH2:14][CH2:13]1.[CH:25]1([O:31][C:32]2[CH:37]=[CH:36][C:35](B(O)O)=[CH:34][CH:33]=2)[CH2:30][CH2:29][CH2:28][CH2:27][CH2:26]1.[C:41](Cl)(=O)[CH:42]=C>>[NH2:9][C:3]1[N:4]=[CH:5][N:6]=[C:7]([NH:10][CH2:11][CH:12]2[CH2:13][CH2:14][N:15]([C:18](=[O:20])[CH:41]=[CH2:42])[CH2:16][CH2:17]2)[C:2]=1[C:35]1[CH:34]=[CH:33][C:32]([O:31][CH:25]2[CH2:26][CH2:27][CH2:28][CH2:29][CH2:30]2)=[CH:37][CH:36]=1. The reactants are CC[SiH](CC)CC, ClCCl, OC(c1cccnc1)c1c[nH]c2ccc(F)cc12, O=C(O)C(F)(F)F. Yields the product Fc1ccc2[nH]cc(Cc3cccnc3)c2c1. Reaction SMILES: [CH2:19]([SiH:20]([CH2:21][CH3:22])[CH2:23][CH3:24])[CH3:25].[CH2:33]([Cl:34])[Cl:35].[F:1][c:2]1[cH:3][c:4]2[c:5]([CH:11]([OH:12])[c:13]3[cH:14][n:15][cH:16][cH:17][cH:18]3)[cH:6][nH:7][c:8]2[cH:9][cH:10]1.[OH:26][C:27]([C:28]([F:29])([F:30])[F:31])=[O:32]>>[F:1][c:2]1[cH:3][c:4]2[c:5]([CH2:11][c:13]3[cH:14][n:15][cH:16][cH:17][cH:18]3)[cH:6][nH:7][c:8]2[cH:9][cH:10]1. Reaction conditions: time 3 hour. Yields the product C[N+]1(CCC(CC1)(C1=CC=CC=C1)OC1=CC=CC=C1)[O-] (1-Methyl-4-phenoxy-4-phenylpiperidine N-oxide). Reported procedure: 1.5 g of 1-methyl-4-phenoxy-4-phenylpiperidine are dissolved in 4 ml of methanol, and 1.7 g of 80% strength m-chloroperbenzoic acid, dissolved in methanol, are added slowly thereto while cooling with ice. After stirring the mixture at room temperature for 3 hours, the solvent is stripped off and the residue is partitioned between concentrated sodium hydroxide solution and chloroform. The crude N-oxide hydrate (which remains after drying the chloroform phase and evaporating off the solvent) is ta... Reaction SMILES: [CH3:1][N:2]1[CH2:7][CH2:6][C:5]([O:14][C:15]2[CH:20]=[CH:19][CH:18]=[CH:17][CH:16]=2)([C:8]2[CH:13]=[CH:12][CH:11]=[CH:10][CH:9]=2)[CH2:4][CH2:3]1.ClC1C=CC=C(C(OO)=[O:29])C=1>CO>[CH3:1][N+:2]1([O-:29])[CH2:7][CH2:6][C:5]([O:14][C:15]2[CH:20]=[CH:19][CH:18]=[CH:17][CH:16]=2)([C:8]2[CH:13]=[CH:12][CH:11]=[CH:10][CH:9]=2)[CH2:4][CH2:3]1. Solvent: CO (methanol), CO (methanol). Starting materials: CN1CCC(CC1)(C1=CC=CC=C1)OC1=CC=CC=C1 (1-methyl-4-phenoxy-4-phenylpiperidine), ClC1=CC(=CC=C1)C(=O)OO (m-chloroperbenzoic acid).